From a dataset of the Open Reaction Database (ORD), a public repository of structured organic reaction records. describe an organic reaction: reactants, conditions, products, and yield Starting materials: BrC1=NC=C(C(=C1)B(O)O)F (2-bromo-5-fluoropyridin-4-ylboronic acid), C([O-])([O-])=O.[Na+].[Na+] (sodium carbonate), FC1=CC=C(C=C1)C=C (1-fluoro-4-vinylbenzene). Reagents/catalysts: C(C)(=O)O[Pd]OC(C)=O (diacetoxypalladium). The solvent is CN(C=O)C (dimethylformamide). Yields the product BrC1=NC=C(C(=C1)\C=C\C1=CC=C(C=C1)F)F ((E)-2-bromo-5-fluoro-4-(4-fluorostyryl)pyridine). Isolated yield 8.3%. Reaction SMILES: [Br:1][C:2]1[CH:7]=[C:6](B(O)O)[C:5]([F:11])=[CH:4][N:3]=1.C(=O)([O-])[O-].[Na+].[Na+].[F:18][C:19]1[CH:24]=[CH:23][C:22]([CH:25]=[CH2:26])=[CH:21][CH:20]=1>CN(C)C=O.C(O[Pd]OC(=O)C)(=O)C>[Br:1][C:2]1[CH:7]=[C:6](/[CH:26]=[CH:25]/[C:22]2[CH:23]=[CH:24][C:19]([F:18])=[CH:20][CH:21]=2)[C:5]([F:11])=[CH:4][N:3]=1 |f:1.2.3|. Procedure details: To a 25 mL round bottom flask was added 2-bromo-5-fluoropyridin-4-ylboronic acid (1440 mg, 6.55 mmol), sodium carbonate (1085 mg, 10.23 mmol), and 1-fluoro-4-vinylbenzene (500 mg, 4.09 mmol) in dimethylformamide (8 mL). The solution was stirred at room temperature and the flask was purged with oxygen for 3 min. To the purged flask was quickly added diacetoxypalladium (92 mg, 0.409 mmol) and the reaction flask was again sealed and purged with oxygen for 15 min. The reaction mixture was then stirr... Reaction SMILES: [CH2:1]([C:4]1[S:5][CH:6]=[C:7]([C:9](OCC)=[O:10])[N:8]=1)[CH2:2][CH3:3].[BH4-].[Na+]>C(O)C>[CH2:1]([C:4]1[S:5][CH:6]=[C:7]([CH2:9][OH:10])[N:8]=1)[CH2:2][CH3:3] |f:1.2|. Solvent: C(C)O (ethanol). Starting materials: C(CC)C=1SC=C(N1)C(=O)OCC (2-propyl-4-thiazolecarboxylic acid, ethyl ester), [BH4-].[Na+] (NaBH4). Yield: 76.0%. Yields the product C(CC)C=1SC=C(N1)CO (2-propyl-4-thiazolemethanol). Procedure details: A mixture of the compound from step 27c (1.2 g (6 mmol) and NaBH4 (490 mg, 13 mmol) in 15 mL of ethanol was stirred at reflux for 16 hours, then cooled and quenched with water. The mixture was extracted with ether, and the ether extract was washed with water and brine and dried over MgSO4. The solvent was removed under vacuum to give 0.72 g (76% yield) of the title compound. MS: 156(M+H)+, 173(M+NH4)30 . NMR (CDCl3) ,δ:7.04 (t, J=0.5 Hz, 1H), 4.74 (dd, J=0.5, 6 Hz, 2H), 2.96 (t, J=8 Hz, 2H), 2.7... The reactants are C(C)(=O)C1=C(N=C(N1)CCC)C (5-acetyl-4-methyl-2-propylimidazole), NC(CCC)C(=O)O (d,l-norvaline), N(O)=C(C(C)=O)C(CC)=O (3-oximino-2,4-hexanedione). Solvent: C(CCC)O (n-butanol). The product is CC=1N=C(NC1C(C#C)=O)CCC (4-methyl-5-propinoyl-2-propylimidazole). The yield is 44.9%. RXN SMILES: [N:1](=[C:3]([C:7](=[O:10])[CH2:8][CH3:9])[C:4](=O)[CH3:5])O.[NH2:11][CH:12](C(O)=O)[CH2:13][CH2:14][CH3:15].C(C1NC(CCC)=NC=1C)(=O)C>C(O)CCC>[CH3:5][C:4]1[N:11]=[C:12]([CH2:13][CH2:14][CH3:15])[NH:1][C:3]=1[C:7](=[O:10])[C:8]#[CH:9]. Procedure: To 92.4 g (0.646 moles) of 3-oximino-2,4-hexanedione dissolved in 807 ml of n-butanol was added 90.75 g (0.775 moles) of d,l-norvaline. The mixture was refluxed 6.25 h, then cooled and concentrated in vacuo. The residue was taken up in ethyl acetate (500 ml), suction filtered and the filtrate washed with 10% aqueous sodium hydroxide (4×100 ml). Removal of the solvent in vacuo gave 0.29 moles (48% yield based on recovered amino acid) of 4-methyl-5-propinoyl-2-propylimidazole and 5-acetyl-4-methyl... Starting materials: COC(=O)c1ccc(-c2ccc(OC)c3c2CC(C)(C)O3)cc1, CCO, [Na+], [OH-]. The product is COc1ccc(-c2ccc(C(=O)O)cc2)c2c1OC(C)(C)C2. RXN SMILES: [CH3:1][C:2]1([CH3:23])[O:3][c:4]2[c:5]([c:7](-[c:13]3[cH:14][cH:15][c:16]([C:19](=[O:20])[O:21][CH3:22])[cH:17][cH:18]3)[cH:8][cH:9][c:10]2[O:11][CH3:12])[CH2:6]1.[CH3:26][CH2:27][OH:28].[Na+:25].[OH-:24]>>[CH3:1][C:2]1([CH3:23])[O:3][c:4]2[c:5]([c:7](-[c:13]3[cH:14][cH:15][c:16]([C:19](=[O:20])[OH:21])[cH:17][cH:18]3)[cH:8][cH:9][c:10]2[O:11][CH3:12])[CH2:6]1. Reaction SMILES: [Al+3:13].[CH2:18]1[O:19][CH2:20][CH2:21][CH2:22]1.[CH:1]([CH3:2])([CH3:3])[c:4]1[cH:5][c:6]([C:10]#[N:11])[n:7][cH:8][cH:9]1.[H-:12].[H-:15].[H-:16].[H-:17].[Li+:14]>>[CH:1]([CH3:2])([CH3:3])[c:4]1[cH:5][c:6]([CH2:10][NH2:11])[n:7][cH:8][cH:9]1. The product is CC(C)c1ccnc(CN)c1. Reactants: [Al+3], C1CCOC1, CC(C)c1ccnc(C#N)c1, [H-], [H-], [H-], [H-], [Li+]. As a reaction SMILES: [O:1]1[C:6]2[CH:7]=[CH:8][C:9]([CH2:11][NH:12][C:13]3[N:18]=[CH:17][N:16]=[C:15]4[N:19]([C:22]5[CH:27]=[CH:26][CH:25]=[C:24](I)[CH:23]=5)[N:20]=[CH:21][C:14]=34)=[CH:10][C:5]=2[O:4][CH2:3][CH2:2]1.[C:29]([Si](C)(C)C)#[CH:30].C1(P(C2C=CC=CC=2)C2C=CC=CC=2)C=CC=CC=1.C(=O)([O-])[O-].[K+].[K+]>CO.C(Cl)(Cl)Cl.C(N(CC)CC)C.CN(C)C=O>[O:1]1[C:6]2[CH:7]=[CH:8][C:9]([CH2:11][NH:12][C:13]3[N:18]=[CH:17][N:16]=[C:15]4[N:19]([C:22]5[CH:27]=[CH:26][CH:25]=[C:24]([C:29]#[CH:30])[CH:23]=5)[N:20]=[CH:21][C:14]=34)=[CH:10][C:5]=2[O:4][CH2:3][CH2:2]1 |f:3.4.5|. Yield: 95.0%. Conditions: temperature 30 celsius. Run in C(C)N(CC)CC (triethyl amine), CO (methanol), C(Cl)(Cl)Cl (chloroform), CN(C=O)C (dimethylformamide). Product: O1CCOC2=C1C=CC(=C2)CNC2=C1C(=NC=N2)N(N=C1)C1=CC(=CC=C1)C#C ((2,3-Dihydro-benzo[1,4]dioxin-6-ylmethyl)-[1-(3-ethynyl-phenyl)-1H-pyrazolo[3,4-d]pyrimidine-4-yl]-amine). Procedure details: 50 ml of dimethylformamide was charged into a 250 ml 4 necked round bottom flask, connected to a mechanical stirrer, thermometer socket, condenser, addition funnel and nitrogen gas bubbler. 10.0 g (20.60 mmol) of (2,3-Dihydro-benzo[1,4]dioxin-6-yl methyl)-[1-(3-iodo-phenyl)-1H-pyrazolo[3,4-d]pyrimidin-4-yl)amine (Compound No. 25), 14.50 g (0.146 mol) of ethynyl trimethyl silane, 46.0 mg of palladium acetate hexakis(acetato)tri palladium (II) 108.0 mg of triphenyl phosphine and 20.6 ml of triethy... Starting materials: C(#C)[Si](C)(C)C (ethynyl trimethyl silane), palladium acetate hexakis(acetato)tri palladium (II), C1(=CC=CC=C1)P(C1=CC=CC=C1)C1=CC=CC=C1 (triphenyl phosphine), crude oil, 4, O1CCOC2=C1C=CC(=C2)CNC2=C1C(=NC=N2)N(N=C1)C1=CC(=CC=C1)I ((2,3-Dihydro-benzo[1,4]dioxin-6-yl methyl)-[1-(3-iodo-phenyl)-1H-pyrazolo[3,4-d]pyrimidin-4-yl)amine), C([O-])([O-])=O.[K+].[K+] (potassium carbonate).